From a dataset of the Open Reaction Database (ORD), a public repository of structured organic reaction records. describe an organic reaction: reactants, conditions, products, and yield Solvent: ice. Reaction conditions: time 1 hour. The product is [N+](=O)([O-])C1=CC=C(CCN)C=C1 (p-Nitrophenethylamine). Reaction SMILES: [CH2:1]([NH2:9])[CH2:2][C:3]1[CH:8]=[CH:7][CH:6]=[CH:5][CH:4]=1.S(=O)(=O)(O)O.[N+:15]([O-])([O-:17])=[O:16].[NH4+].[OH-].[NH4+]>>[N+:15]([C:6]1[CH:7]=[CH:8][C:3]([CH2:2][CH2:1][NH2:9])=[CH:4][CH:5]=1)([O-:17])=[O:16] |f:2.3,4.5|. Procedure: 24.2 g. (0.20 mol) Phenethylamine are carefully mixed in an ice-bath with 125 ml. concentrated sulphuric acid. After stirring for 1 hour, 16.8 g. (0.21 mol) ammonium nitrate in 125 ml. concentrated sulphuric acid are carefully added dropwise thereto at 0° to 5° C. After a further hour, the reaction mixture is poured on to 1.5 liters of ice and the pH adjusted to 9 with a concentrated aqueous solution of ammonium hydroxide. The aqueous phase is extracted several times with diethyl ether, the comb... Starting materials: C(CC1=CC=CC=C1)N (Phenethylamine), S(O)(O)(=O)=O (sulphuric acid), [OH-].[NH4+] (ammonium hydroxide), S(O)(O)(=O)=O (sulphuric acid), [N+](=O)([O-])[O-].[NH4+] (ammonium nitrate). Reaction SMILES: Br[C:2]1[CH:7]=[CH:6][C:5]([O:8][CH3:9])=[CH:4][CH:3]=1.[CH:10]1(/[CH:16]=[C:17](\B2OC(C)(C)C(C)(C)O2)/[CH2:18][OH:19])[CH2:15][CH2:14][CH2:13][CH2:12][CH2:11]1.[F-].[Cs+]>O1CCOCC1.C1(P([Pd-4](P(C2C=CC=CC=2)(C2C=CC=CC=2)C2C=CC=CC=2)(P(C2C=CC=CC=2)(C2C=CC=CC=2)C2C=CC=CC=2)P(C2C=CC=CC=2)(C2C=CC=CC=2)C2C=CC=CC=2)(C2C=CC=CC=2)C2C=CC=CC=2)C=CC=CC=1>[CH:10]1(/[CH:16]=[C:17](\[C:2]2[CH:7]=[CH:6][C:5]([O:8][CH3:9])=[CH:4][CH:3]=2)/[CH2:18][OH:19])[CH2:15][CH2:14][CH2:13][CH2:12][CH2:11]1 |f:2.3|. The solvent is O1CCOCC1 (dioxane). Product: C1(CCCCC1)/C=C(/CO)\C1=CC=C(C=C1)OC ((E)-3-Cyclohexyl-2-(4-methoxy-phenyl)-prop-2-en-1-ol). Yield: 58.3%. Starting materials: BrC1=CC=C(C=C1)OC (1-bromo-4-methoxy-benzene), C1(CCCCC1)/C=C(/CO)\B1OC(C(O1)(C)C)(C)C ((E)-3-cyclohexyl-2-(4,4,5,5-tetramethyl-[1,3,2]dioxaborolan-2-yl) -prop-2-en-1-ol), [F-].[Cs+] (cesium fluoride). Reagents/catalysts: C1(=CC=CC=C1)P(C1=CC=CC=C1)(C1=CC=CC=C1)[Pd-4](P(C1=CC=CC=C1)(C1=CC=CC=C1)C1=CC=CC=C1)(P(C1=CC=CC=C1)(C1=CC=CC=C1)C1=CC=CC=C1)P(C1=CC=CC=C1)(C1=CC=CC=C1)C1=CC=CC=C1 (tetrakis(triphenylphosphino)palladium(0)). Reported procedure: Following the method of example 46a, Suzuki coupling of 1-bromo-4-methoxy-benzene (0.65 g, 3.48 mmol) with (E)-3-cyclohexyl-2-(4,4,5,5-tetramethyl-[1,3,2]dioxaborolan-2-yl) -prop-2-en-1-ol (1.05 g, 3.94 mmol) in the presence of tetrakis(triphenylphosphino)palladium(0) (0.25 g, 0.22 mmol) and cesium fluoride (1.69 g, 11 mmol) in dioxane (20 mL) gives the title compound (0.5 g). 1H-NMR (CDCl3) δ=0.92-2.15 (m, 10H), 2.62-2.77 (m, 1H), 3.82 (s, 3H), 4.23-4.29 (m, 2H), 6.02-6.11 (m, 1H), 6.86-6.94 (m... Reactants: NC1=C(C(N(C=C1)CC)=O)[N+](=O)[O-] (4-amino-1-ethyl-3-nitro-1H-pyridin-2-one). The reagents and catalysts are [Pd] (Pd/C). The solvent is CCO.C1CCOC1 (EtOH THF). Conditions: time 1 hour. Yields the product NC=1C(N(C=CC1N)CC)=O (3,4-diamino-1-ethyl-1H-pyridin-2-one). The yield is 95.4%. Reaction SMILES: [NH2:1][C:2]1[CH:7]=[CH:6][N:5]([CH2:8][CH3:9])[C:4](=[O:10])[C:3]=1[N+:11]([O-])=O>[Pd].CCO.C1COCC1>[NH2:11][C:3]1[C:4](=[O:10])[N:5]([CH2:8][CH3:9])[CH:6]=[CH:7][C:2]=1[NH2:1] |f:2.3|. Procedure: A solution of 4-amino-1-ethyl-3-nitro-1H-pyridin-2-one (0.94 g, 5.13 mmol) in 1:3 EtOH/THF (20 mL) was hydrogenated over 10% Pd/C (0.55 g, 0.51 mmol) at room temperature. After 1 h, the catalyst was removed by filtration, rinsing with MeOH. The filtrate was concentrated to provide 3,4-diamino-1-ethyl-1H-pyridin-2-one (0.75 g, 95% yield). 1H-NMR (DMSO): δ 6.87 (d, 1H, J=7.2 Hz), 5.76 (d, 1H, J=7.6 Hz), 5.10 (m, 2H), 3.87 (m, 2H), 3.79 (q, 2H, J=7.2 Hz), 1.14 (t, 3H, J=7.2 Hz). MS: calculated for ... Yields the product CCN(CCN(C)C)S(=O)(=O)c1ccc(Cl)nc1. Starting materials: CCNCCN(C)C, ClCCl, O=S(=O)(Cl)c1ccc(Cl)nc1. Reaction SMILES: [CH2:1]([CH3:2])[NH:3][CH2:4][CH2:5][N:6]([CH3:7])[CH3:8].[CH2:20]([Cl:21])[Cl:22].[Cl:9][c:10]1[cH:11][cH:12][c:13]([S:16](=[O:17])(=[O:18])[Cl:19])[cH:14][n:15]1>>[CH2:1]([CH3:2])[N:3]([CH2:4][CH2:5][N:6]([CH3:7])[CH3:8])[S:16]([c:13]1[cH:12][cH:11][c:10]([Cl:9])[n:15][cH:14]1)(=[O:17])=[O:18]. Reactants: C(C)N1N=NC(=C1)CN1C(N(C(C2=C1C=C(S2)C2=CC=CC=C2)=O)C2CCN(CC2)C(=O)OC(C)(C)C)=O (tert-butyl 4-{1-[(1-ethyl-1H-1,2,3-triazol-4-yl)methyl]-2,4-dioxo-6-phenyl-1,4-dihydrothieno[3,2-d]pyrimidin-3(2H)-yl}piperidine-1-carboxylate), FC(C(=O)O)(F)F (trifluoroacetic acid). Run in C(Cl)Cl (DCM). Yields the product FC(C(=O)O)(F)F.C(C)N1N=NC(=C1)CN1C(N(C(C2=C1C=C(S2)C2=CC=CC=C2)=O)C2CCNCC2)=O (1-[(1-Ethyl-1H-1,2,3-triazol-4-yl)methyl]-6-phenyl-3-(piperidin-4-yl)thieno[3,2-d]pyrimidine-2,4(1H,3H)-dione trifluoroacetate). As a reaction SMILES: [CH2:1]([N:3]1[CH:7]=[C:6]([CH2:8][N:9]2[C:14]3[CH:15]=[C:16]([C:18]4[CH:23]=[CH:22][CH:21]=[CH:20][CH:19]=4)[S:17][C:13]=3[C:12](=[O:24])[N:11]([CH:25]3[CH2:30][CH2:29][N:28](C(OC(C)(C)C)=O)[CH2:27][CH2:26]3)[C:10]2=[O:38])[N:5]=[N:4]1)[CH3:2].[F:39][C:40]([F:45])([F:44])[C:41]([OH:43])=[O:42]>C(Cl)Cl>[F:39][C:40]([F:45])([F:44])[C:41]([OH:43])=[O:42].[CH2:1]([N:3]1[CH:7]=[C:6]([CH2:8][N:9]2[C:14]3[CH:15]=[C:16]([C:18]4[CH:23]=[CH:22][CH:21]=[CH:20][CH:19]=4)[S:17][C:13]=3[C:12](=[O:24])[N:11]([CH:25]3[CH2:30][CH2:29][NH:28][CH2:27][CH2:26]3)[C:10]2=[O:38])[N:5]=[N:4]1)[CH3:2] |f:3.4|. Procedure details: A solution of tert-butyl 4-{1-[(1-ethyl-1H-1,2,3-triazol-4-yl)methyl]-2,4-dioxo-6-phenyl-1,4-dihydrothieno[3,2-d]pyrimidin-3(2H)-yl}piperidine-1-carboxylate (1.27 g; compound B23) in DCM (20 ml) is reacted with trifluoroacetic acid (5 ml) according to the procedure described in example B43 to afford the title compound as a solid.